Task: describe an organic reaction: reactants, conditions, products, and yield. Dataset: the Open Reaction Database (ORD), a public repository of structured organic reaction records The reactants are COC(=O)NC(C(=O)NC(Cc1ccc(-c2ccccn2)cc1)CC(OC(=O)C(C)NC(=O)OC(C)(C)C)C(Cc1ccccc1)NC(=O)C(N1CCN(Cc2ccccc2)C1=O)C(C)(C)C)C(C)(C)C, ClCCl, Cl, C1COCCO1. The product is COC(=O)NC(C(=O)NC(Cc1ccc(-c2ccccn2)cc1)CC(OC(=O)C(C)N)C(Cc1ccccc1)NC(=O)C(N1CCN(Cc2ccccc2)C1=O)C(C)(C)C)C(C)(C)C. RXN SMILES: [C:1]([O:2][C:3](=[O:4])[NH:8][CH:9]([CH3:10])[C:11](=[O:12])[O:13][CH:14]([CH2:15][CH:16]([CH2:17][c:18]1[cH:19][cH:20][c:21](-[c:24]2[n:25][cH:26][cH:27][cH:28][cH:29]2)[cH:22][cH:23]1)[NH:30][C:31]([CH:32]([NH:33][C:34](=[O:35])[O:36][CH3:37])[C:38]([CH3:39])([CH3:40])[CH3:41])=[O:42])[CH:43]([CH2:44][c:45]1[cH:46][cH:47][cH:48][cH:49][cH:50]1)[NH:51][C:52]([CH:53]([C:54]([CH3:55])([CH3:56])[CH3:57])[N:58]1[C:59](=[O:70])[N:60]([CH2:63][c:64]2[cH:65][cH:66][cH:67][cH:68][cH:69]2)[CH2:61][CH2:62]1)=[O:71])([CH3:5])([CH3:6])[CH3:7].[Cl:73][CH2:74][Cl:75].[ClH:72].[O:76]1[CH2:77][CH2:78][O:79][CH2:80][CH2:81]1>>[NH2:8][CH:9]([CH3:10])[C:11](=[O:12])[O:13][CH:14]([CH2:15][CH:16]([CH2:17][c:18]1[cH:19][cH:20][c:21](-[c:24]2[n:25][cH:26][cH:27][cH:28][cH:29]2)[cH:22][cH:23]1)[NH:30][C:31]([CH:32]([NH:33][C:34](=[O:35])[O:36][CH3:37])[C:38]([CH3:39])([CH3:40])[CH3:41])=[O:42])[CH:43]([CH2:44][c:45]1[cH:46][cH:47][cH:48][cH:49][cH:50]1)[NH:51][C:52]([CH:53]([C:54]([CH3:55])([CH3:56])[CH3:57])[N:58]1[C:59](=[O:70])[N:60]([CH2:63][c:64]2[cH:65][cH:66][cH:67][cH:68][cH:69]2)[CH2:61][CH2:62]1)=[O:71].